Dataset: the Open Reaction Database (ORD), a public repository of structured organic reaction records. Task: describe an organic reaction: reactants, conditions, products, and yield Starting materials: C(C)(=O)O (acetic acid), C(C)(=O)OCC (ethyl acetate), COC(CN1C(C(C2=CC=CC=C12)C1=CC=CC=C1)=O)=O (methyl(2,3-dihydro-2-oxo-3-phenyl-1-indolyl)-acetate), N1CCOCC1 (morpholine). The product is O=C1N(C2=CC=CC=C2C1C1=CC=CC=C1)CC(=O)N1CCOCC1 ((2,3-Dihydro-2-oxo-3-phenyl-1-indolyl)-acetic acid morpholide). RXN SMILES: CO[C:3](=[O:21])[CH2:4][N:5]1[C:13]2[C:8](=[CH:9][CH:10]=[CH:11][CH:12]=2)[CH:7]([C:14]2[CH:19]=[CH:18][CH:17]=[CH:16][CH:15]=2)[C:6]1=[O:20].C(O)(=O)C.C(OCC)(=O)C.[NH:32]1[CH2:37][CH2:36][O:35][CH2:34][CH2:33]1>>[O:20]=[C:6]1[CH:7]([C:14]2[CH:15]=[CH:16][CH:17]=[CH:18][CH:19]=2)[C:8]2[C:13](=[CH:12][CH:11]=[CH:10][CH:9]=2)[N:5]1[CH2:4][C:3]([N:32]1[CH2:37][CH2:36][O:35][CH2:34][CH2:33]1)=[O:21]. Procedure: 11 g of methyl(2,3-dihydro-2-oxo-3-phenyl-1-indolyl)-acetate were dissolved in 50 ml of morpholine and the mixture was heated under nitrogen on a steam bath for 9 hours and then poured into a mixture of glacial acetic acid and ethyl acetate; the aqueous phase was extracted with methylene chloride and the organic phase was dried and concentrated. The crude product was recrystallized from isopropanol. Melting point 153°-154° C. Starting materials: BrC=1C=C(OC1)C(=O)O (4-bromofuran-2-carboxylic acid), COC(Cl)Cl (α,α-dichloromethyl methyl ether), COC(Cl)Cl (α,α-dichloromethyl methyl ether). The product is BrC=1C=C(OC1)C(=O)Cl (4-bromofuran-2-carbonyl chloride). Reaction SMILES: [Br:1][C:2]1[CH:3]=[C:4]([C:7]([OH:9])=O)[O:5][CH:6]=1.COC(Cl)[Cl:13]>>[Br:1][C:2]1[CH:3]=[C:4]([C:7]([Cl:13])=[O:9])[O:5][CH:6]=1. Reported procedure: The crude 4-bromofuran-2-carboxylic acid was placed in a 250 mL round bottom flask equipped with a magnetic stirring bar and a reflux condenser, and the flask was alternately evacuated and filled with nitrogen several times. To the stirred solid was carefully added α,α-dichloromethyl methyl ether (50 mL, 563 mmol). The addition was accompanied by vigorous gas evolution and was very exothermic, bringing the temperature of the resulting brown frothy mixture nearly to reflux. The gas evolution was ...